Task: describe an organic reaction: reactants, conditions, products, and yield. Dataset: the Open Reaction Database (ORD), a public repository of structured organic reaction records The reactants are BrCCc1ccccc1, CC(C)(C)N1C(=O)C(NC2CCNCC2)=C(c2ccccc2)S1(=O)=O. Product: CC(C)(C)N1C(=O)C(NC2CCN(CCc3ccccc3)CC2)=C(c2ccccc2)S1(=O)=O. As a reaction SMILES: [Br:26][CH2:27][CH2:28][c:29]1[cH:30][cH:31][cH:32][cH:33][cH:34]1.[C:1]([CH3:2])([CH3:3])([CH3:4])[N:5]1[S:6](=[O:24])(=[O:25])[C:7]([c:18]2[cH:19][cH:20][cH:21][cH:22][cH:23]2)=[C:8]([NH:11][CH:12]2[CH2:13][CH2:14][NH:15][CH2:16][CH2:17]2)[C:9]1=[O:10]>>[C:1]([CH3:2])([CH3:3])([CH3:4])[N:5]1[S:6](=[O:24])(=[O:25])[C:7]([c:18]2[cH:19][cH:20][cH:21][cH:22][cH:23]2)=[C:8]([NH:11][CH:12]2[CH2:13][CH2:14][N:15]([CH2:27][CH2:28][c:29]3[cH:30][cH:31][cH:32][cH:33][cH:34]3)[CH2:16][CH2:17]2)[C:9]1=[O:10]. Starting materials: OC1C(CN(C1)C(=O)OCC1=CC=CC=C1)(C)C (benzyl 4-hydroxy-3,3-dimethylpyrrolidine-1-carboxylate), C[N+]1(CCOCC1)[O-] (4-methylmorpholine-4-oxide). Reagents/catalysts: [Ru](=O)(=O)(=O)[O-].C(CC)[N+](CCC)(CCC)CCC (tetrapropylammonium perruthenate). Solvent: C(C)#N (acetonitrile). Conditions: time 18 hour. Product: CC1(CN(CC1=O)C(=O)OCC1=CC=CC=C1)C (Benzyl 3,3-dimethyl-4-oxopyrrolidine-1-carboxylate). Yield: 72.4%. As a reaction SMILES: [OH:1][CH:2]1[CH2:6][N:5]([C:7]([O:9][CH2:10][C:11]2[CH:16]=[CH:15][CH:14]=[CH:13][CH:12]=2)=[O:8])[CH2:4][C:3]1([CH3:18])[CH3:17].C[N+]1([O-])CCOCC1>C(#N)C.[Ru]([O-])(=O)(=O)=O.C([N+](CCC)(CCC)CCC)CC>[CH3:17][C:3]1([CH3:18])[C:2](=[O:1])[CH2:6][N:5]([C:7]([O:9][CH2:10][C:11]2[CH:16]=[CH:15][CH:14]=[CH:13][CH:12]=2)=[O:8])[CH2:4]1 |f:3.4|. Procedure: A suspension of benzyl 4-hydroxy-3,3-dimethylpyrrolidine-1-carboxylate (4.07 g, 16.3 mmol) in acetonitrile (50 mL), was added 4-methylmorpholine-4-oxide (3.82 g, 32.7 mmol) and tetrapropylammonium perruthenate (0.42 mL, 1.63 mmol). The mixture was stirred at rt for 18 h. The reaction was concentrated and purified using silica gel chromatography, eluting with 0-30% ethyl acetate in hexanes. Benzyl 3,3-dimethyl-4-oxopyrrolidine-1-carboxylate (2.92 g, 68% yield) was obtained as a colorless oil. 1H ... Reactants: [OH-].[Na+] (sodium hydroxide), O (water), C(C)(C)N (isopropylamine), [N+](=O)([O-])C1=CC=C(C(=O)Cl)C=C1 (p-nitrobenzoyl chloride). The solvent is CC(=O)C (acetone), CC(=O)C (acetone). Run at temperature 0 celsius. Product: C(C)(C)NC(C1=CC=C(C=C1)[N+](=O)[O-])=O (N-isopropyl-p-nitrobenzamide). Isolated yield 74.0%. As a reaction SMILES: [CH:1]([NH2:4])([CH3:3])[CH3:2].[OH-].[Na+].[N+:7]([C:10]1[CH:18]=[CH:17][C:13]([C:14](Cl)=[O:15])=[CH:12][CH:11]=1)([O-:9])=[O:8].O>CC(C)=O>[CH:1]([NH:4][C:14](=[O:15])[C:13]1[CH:12]=[CH:11][C:10]([N+:7]([O-:9])=[O:8])=[CH:18][CH:17]=1)([CH3:3])[CH3:2] |f:1.2|. Reported procedure: 32.5 g of isopropylamine dissolved in 250 ml of acetone are added with 71 g of a 30% sodium hydroxide aqueous solution. This mixture, cooled to 0° C., is slowly added with 92.7 g of p-nitrobenzoyl chloride dissolved in 300 ml of acetone, coo ling with an ice bath to keep temperature from 0° to 5° C. Subsequently stirring is continued for 1 more hour allowing temperature to raise to 20°-30° C. Then the reaction mixture is poured into cold water. The formed precipitate is filtered, washed with wat... The reactants are OC1=CC2=CC=CC=C2C=C1 (2-hydroxynaphthalene), [N+](=O)(O)[O-] (nitric acid). Product: [N+](=O)([O-])C1=C(C=CC2=CC=CC=C12)O (1-nitro-2-hydroxynaphthalene). RXN SMILES: [OH:1][C:2]1[CH:11]=[CH:10][C:9]2[C:4](=[CH:5][CH:6]=[CH:7][CH:8]=2)[CH:3]=1.[N+:12]([O-])([OH:14])=[O:13]>>[N+:12]([C:3]1[C:4]2[C:9](=[CH:8][CH:7]=[CH:6][CH:5]=2)[CH:10]=[CH:11][C:2]=1[OH:1])([O-:14])=[O:13]. Procedure: Fluorination can be accomplished by nitrating 2-hydroxynaphthalene (Formula I) with one equivalent of nitric acid in an inert organic solvent, to form 1-nitro-2-hydroxynaphthalene, reacting this with dimethyl sulfate in dilute alkali to form 1-nitro-2-methoxynaphthalene, hydrogenating the methyl ether over Raney nickel, for example, to form 1-amino-2-methoxynaphthalene, diazotizing this in aqueous fluoroboric acid to yield the 1-diazonium fluoroborate, and thermally decomposing the latter in the... Starting materials: C(C1=CC=CC=C1)=C1CCCC=2C=CC(=NC12)C (8-benzylidene-2-methyl-5,6,7,8-tetrahydro-quinoline), CO (methanol), O=[O+][O-] (Ozone). Run in ClCCl (dichloromethane). Yields the product CC1=NC=2C(CCCC2C=C1)=O (2-methyl-6,7-dihydro-5H-quinolin-8-one). Reaction SMILES: C(=[C:8]1[C:17]2[N:16]=[C:15]([CH3:18])[CH:14]=[CH:13][C:12]=2[CH2:11][CH2:10][CH2:9]1)C1C=CC=CC=1.CO.[O:21]=[O+][O-]>ClCCl>[CH3:18][C:15]1[CH:14]=[CH:13][C:12]2[CH2:11][CH2:10][CH2:9][C:8](=[O:21])[C:17]=2[N:16]=1. Procedure: Intermediate 200A2 in dichloromethane (100 mL)/methanol (200 mL) was cooled to −78° C. Ozone was passed through the mixture for 1-2 h until the mixture had a light blue color. The reaction mixture was purged with nitrogen followed by the addition of dimethyl sulfide (10 mL). The mixture was stirred for 30 m and evaporated. The residue was partitioned between ether and 1M HCl. The organic layer was extracted with 1N HCl (2×) and the acidic, aqueous layers were pooled, washed with ether (3×), cool...